Dataset: the Open Reaction Database (ORD), a public repository of structured organic reaction records. Task: describe an organic reaction: reactants, conditions, products, and yield The reactants are CC(C)c1cccc(C(C)C)c1NC(=O)CBr, CN(C)C=O, NCC1(Nc2ccccc2)CCCCC1, O. Product: CC(C)c1cccc(C(C)C)c1NC(=O)CNCC1(Nc2ccccc2)CCCCC1. RXN SMILES: [Br:1][CH2:2][C:3](=[O:4])[NH:5][c:6]1[c:7]([CH:15]([CH3:16])[CH3:17])[cH:8][cH:9][cH:10][c:11]1[CH:12]([CH3:13])[CH3:14].[CH3:34][N:35]([CH3:36])[CH:37]=[O:38].[NH2:18][CH2:19][C:20]1([NH:26][c:27]2[cH:28][cH:29][cH:30][cH:31][cH:32]2)[CH2:21][CH2:22][CH2:23][CH2:24][CH2:25]1.[OH2:33]>>[CH2:2]([C:3](=[O:4])[NH:5][c:6]1[c:7]([CH:15]([CH3:16])[CH3:17])[cH:8][cH:9][cH:10][c:11]1[CH:12]([CH3:13])[CH3:14])[NH:18][CH2:19][C:20]1([NH:26][c:27]2[cH:28][cH:29][cH:30][cH:31][cH:32]2)[CH2:21][CH2:22][CH2:23][CH2:24][CH2:25]1. The reactants are COC(=O)c1ccccc1-c1nnc(-c2ccc(C(C)(C)C)cc2)o1, CO, Cl, [Na+], C1CCOC1, [OH-]. Yields the product CC(C)(C)c1ccc(-c2nnc(-c3ccccc3C(=O)O)o2)cc1. Reaction SMILES: [C:1]([CH3:2])([CH3:3])([CH3:4])[c:5]1[cH:6][cH:7][c:8](-[c:11]2[n:12][n:13][c:14](-[c:16]3[c:17]([C:18](=[O:19])[O:20][CH3:21])[cH:22][cH:23][cH:24][cH:25]3)[o:15]2)[cH:9][cH:10]1.[CH3:34][OH:35].[ClH:33].[Na+:27].[O:28]1[CH2:29][CH2:30][CH2:31][CH2:32]1.[OH-:26]>>[C:1]([CH3:2])([CH3:3])([CH3:4])[c:5]1[cH:6][cH:7][c:8](-[c:11]2[n:12][n:13][c:14](-[c:16]3[c:17]([C:18](=[O:19])[OH:20])[cH:22][cH:23][cH:24][cH:25]3)[o:15]2)[cH:9][cH:10]1. Reactants: CCCC[Sn](CCCC)(CCCC)c1nccs1, Cc1cccc(C)c1, Cc1nn(-c2ccc(CCO)cc2)c(C)c1I. The product is Cc1nn(-c2ccc(CCO)cc2)c(C)c1-c1nccs1. Reaction SMILES: [CH2:18]([Sn:19]([CH2:20][CH2:21][CH2:22][CH3:28])([c:23]1[s:24][cH:25][cH:26][n:27]1)[CH2:29][CH2:30][CH2:31][CH3:32])[CH2:33][CH2:34][CH3:35].[CH3:36][c:37]1[cH:38][c:39]([CH3:40])[cH:41][cH:42][cH:43]1.[I:1][c:2]1[c:3]([CH3:17])[n:4][n:5](-[c:8]2[cH:9][cH:10][c:11]([CH2:14][CH2:15][OH:16])[cH:12][cH:13]2)[c:6]1[CH3:7]>>[c:2]1(-[c:23]2[s:24][cH:25][cH:26][n:27]2)[c:3]([CH3:17])[n:4][n:5](-[c:8]2[cH:9][cH:10][c:11]([CH2:14][CH2:15][OH:16])[cH:12][cH:13]2)[c:6]1[CH3:7]. Reaction SMILES: [Cl:1][C:2]1[CH:3]=[C:4]2[C:8](=[CH:9][CH:10]=1)[N:7]([CH2:11]/[CH:12]=[CH:13]/[C:14]1[CH:19]=[CH:18][CH:17]=C(CO[C@H](C)C(N3CCOCC3)=O)[CH:15]=1)[C:6]([CH3:32])=[C:5]2[C:33]([C:35]1[CH:40]=[CH:39][C:38]([CH3:41])=[CH:37][CH:36]=1)=[O:34].[CH2:42]1[CH2:46][O:45][CH2:44][CH2:43]1.[OH-:47].[Li+].Cl.[CH3:50][OH:51]>>[Cl:1][C:2]1[CH:3]=[C:4]2[C:8](=[CH:9][CH:10]=1)[N:7]([CH2:11]/[CH:12]=[CH:13]/[C:14]1[CH:15]=[C:42]([CH:17]=[CH:18][CH:19]=1)[CH2:46][O:45][C@H:44]([CH3:43])[C:50]([OH:51])=[O:47])[C:6]([CH3:32])=[C:5]2[C:33](=[O:34])[C:35]1[CH:40]=[CH:39][C:38]([CH3:41])=[CH:37][CH:36]=1 |f:2.3|. Reactants: Cl (hydrochloric acid), C1CCOC1 (THF), [OH-].[Li+] (lithium hydroxide), ClC=1C=C2C(=C(N(C2=CC1)C\C=C\C1=CC(=CC=C1)CO[C@@H](C(=O)N1CCOCC1)C)C)C(=O)C1=CC=C(C=C1)C ({5-Chloro-2-methyl-1-[(2E)-3-(3-{[(1R)-1-methyl-2-morpholin-4-yl-2-oxoethoxy]methyl-}phenyl)prop-2-ene-1-yl]-1H-indol-3-yl}(4-methylphenyl)methanone), CO (methanol). Isolated yield 92.0%. Procedure details: The compound of Example 39-1 (114 mg, 0.20 mmol) was dissolved in methanol (0.75 ml) and THF (0.75 ml) and thereto was added 2N aqueous lithium hydroxide solution (0.2 ml), followed by stirring under reflux for 4 hours. After being cooled to room temperature, the solution was adjusted around pH2 with 1N diluted hydrochloric acid. The solution was extracted with ethyl acetate and the organic layer was washed with saturated brine, dried over magnesium sulfate and filtered. The solvent was removed ... Yields the product ClC=1C=C2C(=C(N(C2=CC1)C/C=C/C=1C=C(CO[C@@H](C(=O)O)C)C=CC1)C)C(C1=CC=C(C=C1)C)=O ((2R)-2-[(3-{(1E)-3-[5-Chloro-2-methyl-3-(4-methylbenzoyl)-1H-indol-1-yl]prop-1-en-1-yl}benzyl)oxy]propionic acid). The reactants are O=C(c1ccccc1)c1nc(Br)c2n1CCC2C(=O)O, C, CO, Cl, [Na+], [OH-], O, O, [Pd]. The product is O=C(c1ccccc1)c1ncc2n1CCC2C(=O)O. As a reaction SMILES: [C:1]([c:2]1[cH:3][cH:4][cH:5][cH:6][cH:7]1)(=[O:8])[c:9]1[n:10][c:11]([Br:20])[c:12]2[n:13]1[CH2:14][CH2:15][CH:16]2[C:17](=[O:18])[OH:19].[C:28].[CH3:25][OH:26].[ClH:23].[Na+:22].[OH-:21].[OH2:24].[OH2:27].[Pd:29]>>[C:1]([c:2]1[cH:3][cH:4][cH:5][cH:6][cH:7]1)(=[O:8])[c:9]1[n:10][cH:11][c:12]2[n:13]1[CH2:14][CH2:15][CH:16]2[C:17](=[O:18])[OH:19]. Reactants: COC=1C(=CC(=C(C(=O)OCC)C1)[N+](=O)[O-])OCCOC (ethyl 5-methoxy-4-(2-methoxyethoxy)-2-nitrobenzoate), C1=CCCCC1 (cyclohexene). Reagents/catalysts: [Pd] (palladium-on-charcoal). The solvent is CO (methanol), C(Cl)Cl (methylene chloride). Yields the product NC1=C(C(=O)OCC)C=C(C(=C1)OCCOC)OC (ethyl 2-amino-5-methoxy-4-(2-methoxyethoxy)benzoate). Yield: 87.4%. RXN SMILES: [CH3:1][O:2][C:3]1[C:4]([O:17][CH2:18][CH2:19][O:20][CH3:21])=[CH:5][C:6]([N+:14]([O-])=O)=[C:7]([CH:13]=1)[C:8]([O:10][CH2:11][CH3:12])=[O:9].C1CCCCC=1>[Pd].CO.C(Cl)Cl>[NH2:14][C:6]1[CH:5]=[C:4]([O:17][CH2:18][CH2:19][O:20][CH3:21])[C:3]([O:2][CH3:1])=[CH:13][C:7]=1[C:8]([O:10][CH2:11][CH3:12])=[O:9]. Procedure details: A mixture of ethyl 5-methoxy-4-(2-methoxyethoxy)-2-nitrobenzoate (10.24 g, 34 mmol), cyclohexene (30 ml) and 10% palladium-on-charcoal catalyst (2.0 g) in methanol (150 ml) was heated at reflux for 5 hours. The reaction mixture was allowed to cool and diluted with methylene chloride. The catalyst was removed by filtration and the volatiles removed from the filtrate by evaporation. The residue was recrystallised from ethyl acetate/hexane to give ethyl 2-amino-5-methoxy-4-(2-methoxyethoxy)benzoate... Reactants: N, CC(C)CCCC(C)CCCC(C)(O)C1CO1. The product is CC(C)CCCC(C)CCCC(C)(O)C(O)CN. Reaction SMILES: [NH3:18].[O:1]1[CH2:2][CH:3]1[C:4]([CH2:5][CH2:6][CH2:7][CH:8]([CH2:9][CH2:10][CH2:11][CH:12]([CH3:13])[CH3:14])[CH3:15])([OH:16])[CH3:17]>>[OH:1][CH:3]([CH2:2][NH2:18])[C:4]([CH2:5][CH2:6][CH2:7][CH:8]([CH2:9][CH2:10][CH2:11][CH:12]([CH3:13])[CH3:14])[CH3:15])([OH:16])[CH3:17].